Dataset: the Open Reaction Database (ORD), a public repository of structured organic reaction records. Task: describe an organic reaction: reactants, conditions, products, and yield The reactants are CC(C)(C)c1c(Cl)c(CO[SiH](c2ccccc2)c2ccccc2)cc(-n2cccc2)c1Cl, O=C1CCC(=O)N1Cl, C1CCOC1, O. Product: CC(C)(C)c1c(Cl)c(CO[SiH](c2ccccc2)c2ccccc2)cc(-n2cccc2Cl)c1Cl. RXN SMILES: [C:1]([CH3:2])([CH3:3])([CH3:4])[c:5]1[c:6]([Cl:32])[c:7](-[n:27]2[cH:28][cH:29][cH:30][cH:31]2)[cH:8][c:9]([CH2:12][O:13][SiH:14]([c:15]2[cH:16][cH:17][cH:18][cH:19][cH:20]2)[c:21]2[cH:22][cH:23][cH:24][cH:25][cH:26]2)[c:10]1[Cl:11].[Cl:33][N:34]1[C:35](=[O:36])[CH2:37][CH2:38][C:39]1=[O:40].[O:42]1[CH2:43][CH2:44][CH2:45][CH2:46]1.[OH2:41]>>[C:1]([CH3:2])([CH3:3])([CH3:4])[c:5]1[c:6]([Cl:32])[c:7](-[n:27]2[c:28]([Cl:33])[cH:29][cH:30][cH:31]2)[cH:8][c:9]([CH2:12][O:13][SiH:14]([c:15]2[cH:16][cH:17][cH:18][cH:19][cH:20]2)[c:21]2[cH:22][cH:23][cH:24][cH:25][cH:26]2)[c:10]1[Cl:11]. Reactants: NC(=O)c1ccc2nccn2c1, O=P(Cl)(Cl)Cl. Yields the product N#Cc1ccc2nccn2c1. Reaction SMILES: [C:1]([NH2:2])(=[O:3])[c:4]1[cH:5][cH:6][c:7]2[n:8]([cH:9]1)[cH:10][cH:11][n:12]2.[P:13]([Cl:14])([Cl:15])([Cl:16])=[O:17]>>[C:1](#[N:2])[c:4]1[cH:5][cH:6][c:7]2[n:8]([cH:9]1)[cH:10][cH:11][n:12]2. The reactants are BrCC1=C(C=CC(=C1)C(F)(F)F)C1=C(C=CC(=C1)C(C)C)OC (2-(bromomethyl)-5′-isopropyl-2′-methoxy-4-(trifluoromethyl)biphenyl), C[Si](C)(C)[N-][Si](C)(C)C.[Na+] (Sodium bis(trimethylsilyl)amide), solution, C1(=CC=CC=C1)C1CC(NC1)=O (4-phenylpyrrolidin-2-one). Run in C1CCOC1 (THF), C1CCOC1 (THF), C1CCOC1 (THF). Conditions: time 5 minute. The product is C(C)(C)C=1C=CC(=C(C1)C1=C(C=C(C=C1)C(F)(F)F)CN1C(CC(C1)C1=CC=CC=C1)=O)OC (1-{[5′-isopropyl-2′-methoxy-4-(trifluoromethyl)biphenyl-2-yl]methyl}-4-phenylpyrrolidin-2-one). As a reaction SMILES: C[Si]([N-][Si](C)(C)C)(C)C.[Na+].[C:11]1([CH:17]2[CH2:21][NH:20][C:19](=[O:22])[CH2:18]2)[CH:16]=[CH:15][CH:14]=[CH:13][CH:12]=1.Br[CH2:24][C:25]1[CH:30]=[C:29]([C:31]([F:34])([F:33])[F:32])[CH:28]=[CH:27][C:26]=1[C:35]1[CH:40]=[C:39]([CH:41]([CH3:43])[CH3:42])[CH:38]=[CH:37][C:36]=1[O:44][CH3:45]>C1COCC1>[CH:41]([C:39]1[CH:38]=[CH:37][C:36]([O:44][CH3:45])=[C:35]([C:26]2[CH:27]=[CH:28][C:29]([C:31]([F:34])([F:32])[F:33])=[CH:30][C:25]=2[CH2:24][N:20]2[CH2:21][CH:17]([C:11]3[CH:12]=[CH:13][CH:14]=[CH:15][CH:16]=3)[CH2:18][C:19]2=[O:22])[CH:40]=1)([CH3:43])[CH3:42] |f:0.1|. Procedure: Sodium bis(trimethylsilyl)amide (114 μL of a 1M solution in THF, 0.114 mmol) was added to a stirred solution of 4-phenylpyrrolidin-2-one (Winans, C. F., Adkins, H., J. Am. Chem. Soc., 1933, 55, 4167-4176) (17 mg, 0.103 mmol) in dry THF (1 mL) at room temperature under N2. The reaction was stirred for 5 min and a solution of 2-(bromomethyl)-5′-isopropyl-2′-methoxy-4-(trifluoromethyl)biphenyl (20 mg, 0.0516 mmol) in dry THF (2 mL) was added by cannula. The reaction was stirred at room temperature ... Reactants: O1CCOC2=C1C=CC(=C2)C(=CC#N)C2=CC(=CC(=C2)OC)OC (3-(2,3-dihydrobenzo[1,4]dioxin-6-yl)-3-(3,5-dimethoxyphenyl)acrylonitrile), COC1=C(C=CC(=C1OC)OC)C(=O)C1=CC(=C(C(=C1)OC)OC)OC ((2,3,4-trimethoxyphenyl)-(3,4,5-trimethoxyphenyl)methanone), C(C)OP(OCC)(=O)CC#N (cyanomethylphosphonic acid diethyl ester), C[Si](C)(C)[N-][Si](C)(C)C.[Li+] (lithium bis (trimethylsilyl)amide). The solvent is C1CCOC1 (THF). Yields the product COC1=C(C=CC(=C1OC)OC)C(=CC#N)C1=CC(=C(C(=C1)OC)OC)OC (3-(2,3,4-trimethoxy-phenyl)-3-(3,4,5-trimethoxy-phenyl)-acrylonitrile). The yield is 76.0%. RXN SMILES: [CH3:1][O:2][C:3]1[C:8]([O:9][CH3:10])=[C:7]([O:11][CH3:12])[CH:6]=[CH:5][C:4]=1[C:13]([C:15]1[CH:20]=[C:19]([O:21][CH3:22])[C:18]([O:23][CH3:24])=[C:17]([O:25][CH3:26])[CH:16]=1)=O.C(OP([CH2:35][C:36]#[N:37])(=O)OCC)C.C[Si]([N-][Si](C)(C)C)(C)C.[Li+].O1C2C=CC(C(C3C=C(OC)C=C(OC)C=3)=CC#N)=CC=2OCC1>C1COCC1>[CH3:1][O:2][C:3]1[C:8]([O:9][CH3:10])=[C:7]([O:11][CH3:12])[CH:6]=[CH:5][C:4]=1[C:13]([C:15]1[CH:20]=[C:19]([O:21][CH3:22])[C:18]([O:23][CH3:24])=[C:17]([O:25][CH3:26])[CH:16]=1)=[CH:35][C:36]#[N:37] |f:2.3|. Reported procedure: (2,3,4-trimethoxyphenyl)-(3,4,5-trimethoxyphenyl)methanone (2.87 g, 7.92 mmol), cyanomethylphosphonic acid diethyl ester (2.50 ml, 15.84 mmol) in anhydrous THF (15 ml), and lithium bis (trimethylsilyl)amide (1.0 M solution in THF, 15.84 ml, 15.84 mmol) were treated in the same manner as described above for the synthesis of 3-(2,3-dihydrobenzo[1,4]dioxin-6-yl)-3-(3,5-dimethoxyphenyl)acrylonitrile. The crude material was purified via flash column chromatography (20% EtOAc in hexane) to give 3-(2,3...